Dataset: the Open Reaction Database (ORD), a public repository of structured organic reaction records. Task: describe an organic reaction: reactants, conditions, products, and yield The reactants are ester, C1(=CC(=CC(=C1)C(=O)OC)C(=O)OC)C(=O)OC (trimethyl 1,3,5-benzenetricarboxylate), C(C)(C)(C)C=1C(=C(C=C(C1)C)CCCO)O (3-(3-tert-butyl-2-hydroxy-5-methylphenyl)-1-propanol), [NH2-].[Na+] (sodium amide). Run in CN(C=O)C (N,N-dimethylformamide), CN(C=O)C (N,N-dimethylformamide). The product is C(C)(C)(C)C=1C(=C(C=C(C1)C)CCCOC(=O)C1=CC(=CC(=C1)C(=O)OCCCC1=C(C(=CC(=C1)C)C(C)(C)C)O)C(=O)OCCCC1=C(C(=CC(=C1)C)C(C)(C)C)O)O (1,3,5-tris[3-(3-tert-butyl-2-hydroxy-5-methylphenyl)propoxycarbonyl]benzene). The yield is 52.7%. RXN SMILES: [C:1]1([C:15]([O:17][CH3:18])=[O:16])[CH:6]=[C:5]([C:7]([O:9][CH3:10])=[O:8])[CH:4]=[C:3]([C:11]([O:13][CH3:14])=[O:12])[CH:2]=1.[C:19]([C:23]1[C:24]([OH:34])=[C:25]([CH2:30][CH2:31]CO)[CH:26]=[C:27]([CH3:29])[CH:28]=1)([CH3:22])([CH3:21])[CH3:20].[NH2-].[Na+]>CN(C)C=O>[C:19]([C:23]1[C:24]([OH:34])=[C:25]([CH2:30][CH2:31][CH2:18][O:17][C:15]([C:1]2[CH:6]=[C:5]([C:7]([O:9][CH2:10][CH2:31][CH2:30][C:25]3[CH:26]=[C:27]([CH3:29])[CH:28]=[C:23]([C:19]([CH3:22])([CH3:21])[CH3:20])[C:24]=3[OH:34])=[O:8])[CH:4]=[C:3]([C:11]([O:13][CH2:14][CH2:31][CH2:30][C:25]3[CH:26]=[C:27]([CH3:29])[CH:28]=[C:23]([C:19]([CH3:20])([CH3:21])[CH3:22])[C:24]=3[OH:34])=[O:12])[CH:2]=2)=[O:16])[CH:26]=[C:27]([CH3:29])[CH:28]=1)([CH3:22])([CH3:21])[CH3:20] |f:2.3|. Procedure: Into a 100 ml reactor equipped with a condenser, thermometer and nitrogen introducing thin tube were charged 1.54 g (6.00 mmol) of trimethyl 1,3,5-benzenetricarboxylate, 4.00 g (18.00 mmol) of 3-(3-tert-butyl-2-hydroxy-5-methylphenyl)-1-propanol and 20 ml of N,N-dimethylformamide. The pressure of the reaction system was reduced to 20 mmHg and 75 vol% (15 ml) of N,N-dimethylformamide was distilled away to dry the reactants, solvent and apparatus. The reaction system was cooled to room temperature... The reactants are C(CO)(=O)O (glycolic acid), ClC=1C=C(C=CC1OCC1=NC=CC=C1)NC1=NC=NC2=CC=CC(=C12)O[C@H](CNC)C (N-[3-chloro-4-(pyridin-2-ylmethoxy)phenyl]-5-[(1S)-1-methyl-2-(methylamino) ethoxy]quinazolin-4-amine). Product: ClC=1C=C(C=CC1OCC1=NC=CC=C1)NC1=NC=NC2=CC=CC(=C12)O[C@H](CN(C(CO)=O)C)C (N-{(2S)-2-[(4-{[3-Chloro-4-(pyridin-2-ylmethoxy)phenyl]amino}quinazolin-5-yl)oxy]propyl}-2-hydroxy-N-methylacetamide). The yield is 53.0%. RXN SMILES: [C:1]([OH:5])(=O)[CH2:2][OH:3].[Cl:6][C:7]1[CH:8]=[C:9]([NH:21][C:22]2[C:31]3[C:26](=[CH:27][CH:28]=[CH:29][C:30]=3[O:32][C@@H:33]([CH3:37])[CH2:34][NH:35][CH3:36])[N:25]=[CH:24][N:23]=2)[CH:10]=[CH:11][C:12]=1[O:13][CH2:14][C:15]1[CH:20]=[CH:19][CH:18]=[CH:17][N:16]=1>>[Cl:6][C:7]1[CH:8]=[C:9]([NH:21][C:22]2[C:31]3[C:26](=[CH:27][CH:28]=[CH:29][C:30]=3[O:32][C@@H:33]([CH3:37])[CH2:34][N:35]([CH3:36])[C:1](=[O:5])[CH2:2][OH:3])[N:25]=[CH:24][N:23]=2)[CH:10]=[CH:11][C:12]=1[O:13][CH2:14][C:15]1[CH:20]=[CH:19][CH:18]=[CH:17][N:16]=1. Procedure details: The procedure described in Example 1 was repeated using glycolic acid and N-[3-chloro-4-(pyridin-2-ylmethoxy)phenyl]-5-[(1S)-1-methyl-2-(methylamino) ethoxy]quinazolin-4-amine (obtained as described for the R-antipode in Example 2.3, preparation of starting materials) to give the title compound in 53% yield; NMR spectrum (DMSO-d6) 1.39 (d, 3H), 2.96 (s, 3H), 3.36 (dd, 1H), 4.04 (d, 2H), 4.21 (m, 1H), 4.37 (t, 1H), 5.09 (m, 1H), 5.29 (s, 1H), 7.25 (m, 2H), 7.35 (m, 2H), 7.57 (d, 1H), 7.65 (dd, 1H... Reactants: O=C1OC=2C=CC=CC2CC1=C(O)C, [Zn].O=S(O)C(F)F. The reagents and catalysts are O=C(O)C(F)(F)F, OOC(C)(C)C. Solvent: O, FC(F)(F)C=1C=CC=CC1. Run at temperature 25 celsius, time 18 hour. Yields the product O=C1OC=2C=CC=CC2C(C1=C(O)C)C(F)F. The yield is 40.0%. The reactants are C1(=CC=C(C=C1)S(=O)(=O)O)C (p-toluensulfonic acid), FC=1C(N2CCCC2=C(C1NC1=C(C=C(C=C1)I)F)C(=O)O)=O (6-Fluoro-7-(2-fluoro-4-iodophenylamino)-5-oxo-1,2,3,5-tetrahydroindolizine-8-carboxylic acid), CC1(OC[C@@H](O1)CON)C ((R)-(2,2-dimethyl-1,3-dioxolan-4-yl)methoxyamine), C=1C=CC2=C(C1)N=NN2O (HOBt), C(CCl)Cl (EDC). Solvent: C(Cl)Cl (CH2Cl2), CN(C)C=O (DMF), O (water), C(C)N(CC)CC (Triethylamine), C(C)N(CC)CC (triethylamine). Conditions: time 16 hour. Product: O[C@@H](CONC(=O)C=1C(=C(C(N2CCCC12)=O)F)NC1=C(C=C(C=C1)I)F)CO ((R)—N-(2,3-Dihydroxypropoxy)-6-fluoro-7-(2-fluoro-4-iodophenylamino)-5-oxo-1,2,3,5-tetrahydroindolizine-8-carboxamide). Isolated yield 48.5%. RXN SMILES: [F:1][C:2]1[C:3](=[O:23])[N:4]2[C:8](=[C:9]([C:20](O)=[O:21])[C:10]=1[NH:11][C:12]1[CH:17]=[CH:16][C:15]([I:18])=[CH:14][C:13]=1[F:19])[CH2:7][CH2:6][CH2:5]2.CC1(C)[O:29][C@@H:28]([CH2:30][O:31][NH2:32])[CH2:27][O:26]1.C1C=CC2N(O)N=NC=2C=1.C(Cl)CCl.C1(C)C=CC(S(O)(=O)=O)=CC=1>C(Cl)Cl.C(N(CC)CC)C.O.CN(C=O)C>[OH:29][C@H:28]([CH2:27][OH:26])[CH2:30][O:31][NH:32][C:20]([C:9]1[C:10]([NH:11][C:12]2[CH:17]=[CH:16][C:15]([I:18])=[CH:14][C:13]=2[F:19])=[C:2]([F:1])[C:3](=[O:23])[N:4]2[C:8]=1[CH2:7][CH2:6][CH2:5]2)=[O:21]. Procedure details: Example 1 (82 mg, 0.19 mmol), (R)-(2,2-dimethyl-1,3-dioxolan-4-yl)methoxyamine (see Bailey et al., J. Med. Chem., 34, 1991, 51-65; 56 mg, 0.38 mmol), and HOBt (28 mg, 0.21 mmol) were stirred in CH2Cl2 (4 mL) with DMF (0.5 mL) at r.t. EDC (47 mg, 0.25 mmol) and then triethylamine (40 μL, 0.29 mmol) were added, and the reaction stirred for 16 h. The solution was washed with 0.1N HCl and brine, dried (MgSO4), and concentrated in vacuo. The residue was stirred in MeOH (2.0 mL) and water (200 μL) wit... Starting materials: CC1(CCSC2=CC=C(C=C12)C(COC1=CC=C(C(=O)OC)C=C1)CCCCC)C ((RS)-methyl 4-[2-(4,4-dimethyl-thiochroman-6-yl)-heptyloxy]-benzoate), O.[OH-].[Li+] (lithium hydroxide hydrate). Run in C1CCOC1 (THF), O (water), CCOCC (ether), hexanes. Run at temperature 40 celsius, time 6 hour. Yields the product CC1(CCSC2=CC=C(C=C12)C(COC1=CC=C(C(=O)O)C=C1)CCCCC)C ((RS)-4-[2-(4,4-dimethyl-thiochroman-6-yl)-heptyloxy]-benzoic Acid). RXN SMILES: [CH3:1][C:2]1([CH3:30])[C:11]2[C:6](=[CH:7][CH:8]=[C:9]([CH:12]([CH2:25][CH2:26][CH2:27][CH2:28][CH3:29])[CH2:13][O:14][C:15]3[CH:24]=[CH:23][C:18]([C:19]([O:21]C)=[O:20])=[CH:17][CH:16]=3)[CH:10]=2)[S:5][CH2:4][CH2:3]1.O.[OH-].[Li+]>C1COCC1.O.CCOCC>[CH3:1][C:2]1([CH3:30])[C:11]2[C:6](=[CH:7][CH:8]=[C:9]([CH:12]([CH2:25][CH2:26][CH2:27][CH2:28][CH3:29])[CH2:13][O:14][C:15]3[CH:16]=[CH:17][C:18]([C:19]([OH:21])=[O:20])=[CH:23][CH:24]=3)[CH:10]=2)[S:5][CH2:4][CH2:3]1 |f:1.2.3|. Procedure details: 140 mg of (RS)-methyl 4-[2-(4,4-dimethyl-thiochroman-6-yl)-heptyloxy]-benzoate, dissolved in 20 ml THF/5 ml H2O/5 ml methanol, was treated with 200 mg of lithium hydroxide hydrate. The mixture was stirred at 40° C. for 6 hours. The mixture was diluted with 5 ml water and acidified to pH 2 with 1N hydrochloric. The resulting suspension was taken in 20 ml ether and the phases were separated. The aqueous phase was extracted with three portions of 10 ml ether. The combined extracts were dried over M...